Task: describe an organic reaction: reactants, conditions, products, and yield. Dataset: the Open Reaction Database (ORD), a public repository of structured organic reaction records Starting materials: c12c(ccc(c1)Br)nccc2, c1c(n(nc1N)C)B1OC(C(O1)(C)C)(C)C. Reagents/catalysts: c1ccc(cc1)-c2c3ccccc3cc4ccccc24 (9-Phenylanthracene), [F-].[Cs+] (CsF), O (water), P(C1CCCC1)(C(C)(C)C)C(C)(C)C.P(C1CCCC1)(C(C)(C)C)C(C)(C)C.[Pd](Cl)Cl.[Fe] (Pd(dtbpf)Cl2). Run in CC#N (MeCN). Run at temperature 80 celsius, time 18 hour. The product is Cn1nc(N)cc1c2ccc3ncccc3c2. As a reaction SMILES: [CH3:1][n:2]1[c:7](B2OC(C)(C)C(C)(C)O2)[cH:6][c:4]([NH2:5])[n:3]1.Br[c:8]1[cH:17][c:16]([c:11]2[cH:10][cH:9]1)[cH:15][cH:14][cH:13][n:12]2>>[CH3:1][n:2]1[c:7]([c:8]2[cH:17][c:16]([c:11]3[cH:10][cH:9]2)[cH:15][cH:14][cH:13][n:12]3)[cH:6][c:4]([NH2:5])[n:3]1. The reactants are OC1=NC=CC=C1 (2-hydroxypyridine), BrCCCCN1C(C=2C(C1=O)=CC=CC2)=O (N-(4-bromobutyl)phthalimide), C([O-])([O-])=O.[K+].[K+] (potassium carbonate), CN(C=O)C (N,N-dimethylformamide). The solvent is O (water). Conditions: temperature 100 celsius, time 3 hour. The product is N1=C(C=CC=C1)OCCCCN1C(C=2C(C1=O)=CC=CC2)=O (N-[4-(2-pyridyloxy)butyl]phthalimide). Isolated yield 23.5%. Reaction SMILES: [OH:1][C:2]1[CH:7]=[CH:6][CH:5]=[CH:4][N:3]=1.Br[CH2:9][CH2:10][CH2:11][CH2:12][N:13]1[C:17](=[O:18])[C:16]2=[CH:19][CH:20]=[CH:21][CH:22]=[C:15]2[C:14]1=[O:23].C(=O)([O-])[O-].[K+].[K+].CN(C)C=O>O>[N:3]1[CH:4]=[CH:5][CH:6]=[CH:7][C:2]=1[O:1][CH2:9][CH2:10][CH2:11][CH2:12][N:13]1[C:17](=[O:18])[C:16]2=[CH:19][CH:20]=[CH:21][CH:22]=[C:15]2[C:14]1=[O:23] |f:2.3.4|. Procedure: A mixture of 2-hydroxypyridine (6.0 g), N-(4-bromobutyl)phthalimide (17.8 g), potassium carbonate (8.7 g) and N,N-dimethylformamide (DMF) (80 ml) was stirred at 100° C. for 3 hours. The reaction mixture was poured into water and extracted with ethyl acetate. The ethyl acetate layer was washed with water and dried (MgSO4), then the solvent was distilled off under reduced pressure. The oily residue was subjected to a silica gel column chromatography. From the fraction eluted with chloroform-ethyl ... The reactants are ClC1=CC=C(COC2=CC(NC=C2)=O)C=C1 (4-((4-chlorobenzyl)oxy)pyridin-2(1H)-one), BrC=1C=CC2=C(N(C(=N2)CC(C)C)C)C1 (6-bromo-2-isobutyl-1-methyl-1H-benzimidazole), C([O-])([O-])=O.[K+].[K+] (potassium carbonate), CNCCNC (N,N′-dimethylethylenediamine). Reagents/catalysts: [Cu](I)I (copper iodide). Solvent: O (water), CS(=O)C (DMSO). Conditions: temperature 120 celsius. Yields the product ClC1=CC=C(COC2=CC(N(C=C2)C=2C=CC3=C(N(C(=N3)CC(C)C)C)C2)=O)C=C1 (4-((4-Chlorobenzyl)oxy)-1-(2-isobutyl-1-methyl-1H-benzimidazol-6-yl)pyridin-2(1H)-one). Yield: 11.2%. As a reaction SMILES: [Cl:1][C:2]1[CH:16]=[CH:15][C:5]([CH2:6][O:7][C:8]2[CH:13]=[CH:12][NH:11][C:10](=[O:14])[CH:9]=2)=[CH:4][CH:3]=1.Br[C:18]1[CH:19]=[CH:20][C:21]2[N:25]=[C:24]([CH2:26][CH:27]([CH3:29])[CH3:28])[N:23]([CH3:30])[C:22]=2[CH:31]=1.C(=O)([O-])[O-].[K+].[K+].CNCCNC>[Cu](I)I.O.CS(C)=O>[Cl:1][C:2]1[CH:16]=[CH:15][C:5]([CH2:6][O:7][C:8]2[CH:13]=[CH:12][N:11]([C:18]3[CH:19]=[CH:20][C:21]4[N:25]=[C:24]([CH2:26][CH:27]([CH3:28])[CH3:29])[N:23]([CH3:30])[C:22]=4[CH:31]=3)[C:10](=[O:14])[CH:9]=2)=[CH:4][CH:3]=1 |f:2.3.4|. Procedure details: A mixture of 4-((4-chlorobenzyl)oxy)pyridin-2(1H)-one (115 mg), 6-bromo-2-isobutyl-1-methyl-1H-benzimidazole (130 mg), potassium carbonate (202 mg), copper iodide (93 mg), N,N′-dimethylethylenediamine (0.052 ml) and DMSO (3 ml) was heated at 120° C. for 3 h under microwave irradiation. The mixture was poured into water and extracted with EtOAc. The organic layer was separated, washed with water and brine, dried over MgSO4 and concentrated in vacuo. The precipitate was collected by filtration, an... Reactants: solution, Cl (hydrochloric acid), C(C)OC(C(C(=O)OCC)(NC(=O)OC(C)(C)C)CC=1C=C2C=CN=C(C2=CC1)NC(C1=CC=CC=C1)=O)=O ([[1-(benzoylamino)-6-isoquinolinyl]methyl][[(1,1-dimethylethoxy)carbonyl]amino]propanedioic acid diethyl ester). Run in C(C)(=O)O (acetic acid). Conditions: temperature 100 celsius. Product: Cl.Cl.NC(C(=O)O)CC=1C=C2C=CN=C(C2=CC1)N (2-Amino-3-(1-amino-6-isoquinolinyl)propionic acid dihydrochloride). Reaction SMILES: [ClH:1].C([O:4][C:5](=[O:40])[C:6]([CH2:20][C:21]1[CH:22]=[C:23]2[C:28](=[CH:29][CH:30]=1)[C:27]([NH:31]C(=O)C1C=CC=CC=1)=[N:26][CH:25]=[CH:24]2)([NH:12]C(OC(C)(C)C)=O)C(OCC)=O)C>C(O)(=O)C>[ClH:1].[ClH:1].[NH2:12][CH:6]([CH2:20][C:21]1[CH:22]=[C:23]2[C:28](=[CH:29][CH:30]=1)[C:27]([NH2:31])=[N:26][CH:25]=[CH:24]2)[C:5]([OH:40])=[O:4] |f:3.4.5|. Reported procedure: 15 mL of acetic acid and 30 mL of a solution of 6N hydrochloric acid were added to 1.34 g of 1h and heated at 100° C. for 16 h. After cooling to room temperature the aqueous solution was extracted twice with diethyl ether. The aqueous phase was concentrated under reduced pressure giving 0.79 g of amino acid 1i. 1H-NMR 200 MHz (D2O) δ: 3.33-3.56 (2H, m), 4.36 (1H, dd, J=6.5 Hz and J=7.5 Hz), 7.12 (1H, d, J=7 Hz), 7.46 (1H, d, J=7 Hz), 7.62 (1H, dd, J=8 Hz and J=2 Hz), 7.73 (1H, d, J=2 Hz), 8.18 (... Yields the product Br.O=C1NC2=CC(=CC(=C2NC1=O)CN(C)CC1=CC=CC=C1)[N+](=O)[O-] (N-(2,3-Dioxo-7-nitro-1,2,3,4-tetrahydroquinoxalin-5-ylmethyl)-N-methylbenzylamine hydrobromide). Starting materials: BrCC1=C2N=C(C(=NC2=CC(=C1)[N+](=O)[O-])OC)OC (5-bromomethyl-2,3-dimethoxy-7-nitro-quinoxaline), C(C1=CC=CC=C1)NC (N-benzyl-methylamine). Solvent: C(C)#N (acetonitrile). Procedure details: 200 mg of 5-bromomethyl-2,3-dimethoxy-7-nitro-quinoxaline and 0.016 ml (2.2 equiv.) of N-benzyl-methylamine are dissolved in 10 ml of acetonitrile, and the solution is stirred at reflux for 20 hours. The mixture is concentrated by evaporation, and the residue is dissolved in ethyl acetate and washed in aqueous 5% sodium carbonate solution and brine. The organic phase is dried over magnesium sulfate and the solvent is concentrated by evaporation. Reaction SMILES: [Br:1][CH2:2][C:3]1[CH:12]=[C:11]([N+:13]([O-:15])=[O:14])[CH:10]=[C:9]2[C:4]=1[N:5]=[C:6]([O:18]C)[C:7]([O:16]C)=[N:8]2.[CH2:20]([NH:27][CH3:28])[C:21]1[CH:26]=[CH:25][CH:24]=[CH:23][CH:22]=1>C(#N)C>[BrH:1].[O:16]=[C:7]1[C:6](=[O:18])[NH:5][C:4]2[C:9](=[CH:10][C:11]([N+:13]([O-:15])=[O:14])=[CH:12][C:3]=2[CH2:2][N:27]([CH2:20][C:21]2[CH:26]=[CH:25][CH:24]=[CH:23][CH:22]=2)[CH3:28])[NH:8]1 |f:3.4|. The reactants are CN(C)CCn1ccc2cc([N+](=O)[O-])ccc21, CO, NN, O. Product: CN(C)CCn1ccc2cc(N)ccc21. Reaction SMILES: [CH3:1][N:2]([CH2:3][CH2:4][n:5]1[cH:6][cH:7][c:8]2[cH:9][c:10]([N+:14]([O-:15])=[O:16])[cH:11][cH:12][c:13]12)[CH3:17].[CH3:21][OH:22].[NH2:19][NH2:20].[OH2:18]>>[CH3:1][N:2]([CH2:3][CH2:4][n:5]1[cH:6][cH:7][c:8]2[cH:9][c:10]([NH2:14])[cH:11][cH:12][c:13]12)[CH3:17].